From a dataset of the Open Reaction Database (ORD), a public repository of structured organic reaction records. describe an organic reaction: reactants, conditions, products, and yield Reactants: C(C1=CC=CC=C1)OC(=O)NC1=CC=C(CC2=NC=C(C(=N2)N(C)C)CC(=O)OC)C=C1 (methyl [2-(4-{[(benzyloxy)carbonyl]amino}benzyl)-4-(dimethylamino)pyrimidin-5-yl]acetate), [OH-].[Na+] (NaOH). The solvent is O1CCCC1 (tetrahydrofuran), CO (methanol). Run at time 20 hour. Yields the product C(C1=CC=CC=C1)OC(=O)NC1=CC=C(CC2=NC=C(C(=N2)N(C)C)CC(=O)O)C=C1 ([2-(4-{[(benzyloxy)carbonyl]amino}benzyl)-4-(dimethylamino)pyrimidin-5-yl]acetic acid). Isolated yield 77.9%. RXN SMILES: [CH2:1]([O:8][C:9]([NH:11][C:12]1[CH:32]=[CH:31][C:15]([CH2:16][C:17]2[N:22]=[C:21]([N:23]([CH3:25])[CH3:24])[C:20]([CH2:26][C:27]([O:29]C)=[O:28])=[CH:19][N:18]=2)=[CH:14][CH:13]=1)=[O:10])[C:2]1[CH:7]=[CH:6][CH:5]=[CH:4][CH:3]=1.[OH-].[Na+]>O1CCCC1.CO>[CH2:1]([O:8][C:9]([NH:11][C:12]1[CH:13]=[CH:14][C:15]([CH2:16][C:17]2[N:22]=[C:21]([N:23]([CH3:24])[CH3:25])[C:20]([CH2:26][C:27]([OH:29])=[O:28])=[CH:19][N:18]=2)=[CH:31][CH:32]=1)=[O:10])[C:2]1[CH:3]=[CH:4][CH:5]=[CH:6][CH:7]=1 |f:1.2|. Reported procedure: To a mixture of methyl [2-(4-{[(benzyloxy)carbonyl]amino}benzyl)-4-(dimethylamino)pyrimidin-5-yl]acetate (1.51 g, 3.48 mmol) in tetrahydrofuran (8 mL) and methanol (15 mL) was added 1N NaOH aq. (5 mL). The reaction mixture was stirred for 20 hours at room temperature and concentrated under reduced pressure. The residue was neutralized with 1N hydrochloric acid and concentrated under reduced pressure. This residue was dissolved with chloroform/methanol (10:1) and the insolubles were removed by fi...